From a dataset of the Open Reaction Database (ORD), a public repository of structured organic reaction records. describe an organic reaction: reactants, conditions, products, and yield Reaction SMILES: [CH3:11][O-:12].[CH3:18][CH2:19][OH:20].[I:14][CH2:15][CH2:16][CH3:17].[NH2:1][C:2](=[O:3])[c:4]1[cH:5][cH:6][cH:7][cH:8][c:9]1[OH:10].[Na+:13]>>[NH2:1][C:2](=[O:3])[c:4]1[cH:5][cH:6][cH:7][cH:8][c:9]1[O:10][CH2:15][CH2:16][CH3:17]. Yields the product CCCOc1ccccc1C(N)=O. Reactants: C[O-], CCO, CCCI, NC(=O)c1ccccc1O, [Na+].